From a dataset of the Open Reaction Database (ORD), a public repository of structured organic reaction records. describe an organic reaction: reactants, conditions, products, and yield Starting materials: C([O-])([O-])=O.[K+].[K+] (potassium carbonate), C(C1=CC=CC=C1)OC(=O)N[C@@H](CCCCN)C(=O)O (Nα-benzyloxycarbonyl-L-lysine), C(C)O (ethanol), S(O)(O)(=O)=O (sulfuric acid). Run in C(Cl)Cl (methylene chloride). Product: C(C1=CC=CC=C1)OC(=O)N[C@@H](CCCCN)C(=O)OCC (ethyl Nα-benzyloxycarbonyl-L-lysinate). Isolated yield 91.0%. As a reaction SMILES: [CH2:1]([O:8][C:9]([NH:11][C@H:12]([C:18]([OH:20])=[O:19])[CH2:13][CH2:14][CH2:15][CH2:16][NH2:17])=[O:10])[C:2]1[CH:7]=[CH:6][CH:5]=[CH:4][CH:3]=1.[CH2:21](O)[CH3:22].S(=O)(=O)(O)O.C(=O)([O-])[O-].[K+].[K+]>C(Cl)Cl>[CH2:1]([O:8][C:9]([NH:11][C@H:12]([C:18]([O:20][CH2:21][CH3:22])=[O:19])[CH2:13][CH2:14][CH2:15][CH2:16][NH2:17])=[O:10])[C:2]1[CH:3]=[CH:4][CH:5]=[CH:6][CH:7]=1 |f:3.4.5|. Procedure details: A mixture containing 29.9 gm (0.017 mol) of Nα-benzyloxycarbonyl-L-lysine, 30 ml of ethanol, and 9.0 ml of concentrated sulfuric acid in 250 ml of methylene chloride was refluxed for 22.5 hours. The reaction mixture was then cooled to room temperature and basified to pH of about 13 by the careful addition of a saturated aqueous solution of potassium carbonate. The aqueous phase was removed and the organic phase was washed one more time with a saturated potassium carbonate solution. The organic p... Reactants: C(C)(=O)C1=C(O)C=CC(=C1)O (2-acetyl hydroquinone), S(=O)(=O)([O-])[O-].[Ca+2] (calcium sulfate). Solvent: C(C)(=O)OCC (ethyl acetate), C(C)#N (acetonitrile), C(C1=CC=CC=C1)O (benzyl alcohol). Conditions: time 2 hour. Product: C(C)(=O)C=1C(C=CC(C1OCC1=CC=CC=C1)=O)=O (2-Acetyl 3-benzyloxypara-benzoquinone). The yield is 70.0%. RXN SMILES: [C:1]([C:4]1[CH:10]=[C:9]([OH:11])[CH:8]=[CH:7][C:5]=1[OH:6])(=[O:3])[CH3:2].S([O-])([O-])(=O)=O.[Ca+2]>C(OCC)(=O)C.C(#N)C.C(O)C1C=CC=CC=1>[C:1]([C:4]1[C:5](=[O:6])[CH:7]=[CH:8][C:9](=[O:11])[C:10]=1[O:3][CH2:1][C:4]1[CH:10]=[CH:9][CH:8]=[CH:7][CH:5]=1)(=[O:3])[CH3:2] |f:1.2|. Procedure details: To a solution of 4 g of 2-acetyl hydroquinone (I) in 90 ml of ethyl acetate, 100 ml of acetonitrile and 5 ml of benzyl alcohol (III) are added 60 g of crushed calcium sulfate oven dried at 240° C., then 8.5 g of powdered cuprous chloride. It is agitated in gaseous oxygen (at a pressure of one atmosphere) for two hours and thirty minutes at ambient temperature. Then it is diluted with toluene, filtered, the filtrate is evaporated, the residue taken up in a mixture of 120 ml of ether and 80 ml of ... The reactants are O=C(NC1CCN(CCCCl)CC1)c1ccccc1, COC(C)O, Cc1cc(=O)[nH]c2cc(O)ccc12. Product: Cc1cc(=O)[nH]c2cc(OCCCN3CCC(NC(=O)c4ccccc4)CC3)ccc12. As a reaction SMILES: [C:14]([c:15]1[cH:16][cH:17][cH:18][cH:19][cH:20]1)(=[O:21])[NH:22][CH:23]1[CH2:24][CH2:25][N:26]([CH2:29][CH2:30][CH2:31][Cl:32])[CH2:27][CH2:28]1.[CH3:33][O:34][CH:35]([OH:36])[CH3:37].[OH:1][c:2]1[cH:3][cH:4][c:5]2[c:6]([CH3:13])[cH:7][c:8](=[O:12])[nH:9][c:10]2[cH:11]1>>[O:1]([c:2]1[cH:3][cH:4][c:5]2[c:6]([CH3:13])[cH:7][c:8](=[O:12])[nH:9][c:10]2[cH:11]1)[CH2:31][CH2:30][CH2:29][N:26]1[CH2:25][CH2:24][CH:23]([NH:22][C:14]([c:15]2[cH:16][cH:17][cH:18][cH:19][cH:20]2)=[O:21])[CH2:28][CH2:27]1. Starting materials: ClC1=NC=CC2=CC(=CC=C12)C (1-chloro-6-methyl-isoquinoline), [OH-].[K+] (KOH), CC1=CC=C2C=CNC(C2=C1)=O (7-methyl-2H-isoquinolin-1-one), C1(=CC=CC=C1)O (phenol), C1CC(=O)N(C1=O)Br (NBS), C(C1=CC=CC=C1)(=O)OOC(C1=CC=CC=C1)=O (benzoyl peroxide). Run in C(Cl)Cl (CH2Cl2), C(Cl)Cl (CH2Cl2). Run at temperature 80 celsius, time 24 hour. The product is O(C1=CC=CC=C1)C1=NC=CC2=CC(=CC=C12)CBr (1-Phenoxy-6-bromomethyl-isoquinoline). Reaction SMILES: Cl[C:2]1[C:11]2[C:6](=[CH:7][C:8]([CH3:12])=[CH:9][CH:10]=2)[CH:5]=[CH:4][N:3]=1.CC1C=C2C(C=CNC2=O)=CC=1.[C:25]1([OH:31])[CH:30]=[CH:29][CH:28]=[CH:27][CH:26]=1.[OH-].[K+].C1C(=O)N([Br:41])C(=O)C1.C(OOC(=O)C1C=CC=CC=1)(=O)C1C=CC=CC=1>C(Cl)Cl>[O:31]([C:2]1[C:11]2[C:6](=[CH:7][C:8]([CH2:12][Br:41])=[CH:9][CH:10]=2)[CH:5]=[CH:4][N:3]=1)[C:25]1[CH:30]=[CH:29][CH:28]=[CH:27][CH:26]=1 |f:3.4|. Procedure details: To 1-chloro-6-methyl-isoquinoline (2.28 g, 13.3 mmol), which is prepared as described in EXAMPLE 1, Part E, substituting 6-methyl-2H-isoquinolin-1-one for 7-methyl-2H-isoquinolin-1-one, is added 20 g of phenol. The solution is heated to 80° C. and KOH (3.73 g, 66.4 mmol) is added. After the addition, the solution is stirred and heated to 140° C. After 24 hours, the solution is cooled to ambient temperatures, and dissolved in CH2Cl2. The organic solution is washed with H2O. The organic layer is w... Reactants: C(C)C#C (ethyl acetylene), C(CCC)[Li] (n-butyllithium), COC(=O)C1N(CC(C1)=O)C(=O)OC(C)(C)C (4-oxo-pyrrolidine-1,2-dicarboxylic acid 1-tert-butyl ester 2-methyl ester). Solvent: C1CCOC1 (THF), C1CCOC1 (THF). Reaction conditions: temperature -78 celsius, time 1 hour. Product: COC(=O)C1N(CC(C1)(O)CCCC)C(=O)OC(C)(C)C (4-butyl-4-hydroxy-pyrrolidine-1,2-dicarboxylic acid 1-tert-butyl ester 2-methyl ester). The yield is 73.0%. As a reaction SMILES: [CH2:1]([C:3]#[CH:4])[CH3:2].C([Li])CCC.[CH3:10][O:11][C:12]([CH:14]1[CH2:18][C:17](=[O:19])[CH2:16][N:15]1[C:20]([O:22][C:23]([CH3:26])([CH3:25])[CH3:24])=[O:21])=[O:13]>C1COCC1>[CH3:10][O:11][C:12]([CH:14]1[CH2:18][C:17]([CH2:2][CH2:1][CH2:3][CH3:4])([OH:19])[CH2:16][N:15]1[C:20]([O:22][C:23]([CH3:26])([CH3:25])[CH3:24])=[O:21])=[O:13]. Procedure: To ethyl acetylene (140 mg, 2.6 mmol) in THF (5 mL) at −78° C., n-butyllithium (1.1 mL, 2.6 mmol) was added with stirring at −78° C. for 1 hour. Then 4-oxo-pyrrolidine-1,2-dicarboxylic acid 1-tert-butyl ester 2-methyl ester (prepared as described in the example 56) (570 mg, 2.3 mmol) in THF (5 mL) was added at −78° C. with stirring for 2 h, the reaction mixture was then allowed to warm to −40° C. over 1 h. The reaction mixture was extracted with EtOAc (20 mL), washed with saturated NH4Cl (5 mL) ... Reactants: COc1cc(OC)cc(OC)c1 (substrate), Cc1ccc([Mg]Br)cc1 (effective_coupling_partner). Reagents/catalysts: C1-CDC. Run at temperature 100 celsius, time 24 hour. The product is Cc4ccc(c3cc(c1ccc(C)cc1)cc(c2ccc(C)cc2)c3)cc4. Reagents/catalysts: [Pd] (palladium on carbon). Reaction conditions: time 42 hour. Starting materials: C(C)(=O)N1CCC=2C1=CC=1C(=CNC1C2)C2=CCN(CC2)C (1-Acetyl-7-(1-methyl-1,2,5,6-tetrahydropyridin-4-yl)-1,2,3,5-tetrahydropyrrolo [2,3-f]indole). Reported procedure: A mixture of 1-acetyl-7-(1-methyl-1,2,5,6-tetrahydropyridin-4-yl)-1,2,3,5-tetrahydropyrrolo[2,3-f]indole (D4, 1.10 g, 3.7 mmole), 10% palladium on carbon (0.20 g) in MeOH (50 ml), DMF (10 ml) and glacial acetic acid (0.5 ml) was shaken under hydrogen at 50 psi/344.8 kPa for 42 hours. The mixture was filtered through Celite (Diatomaceous Earth) and the filtrate evaporated to dryness. The residue was dissolved in water (10 ml) and the pH adjusted to 8 with solid potassium carbonate. The precipitat... Product: C(C)(=O)N1CCC=2C1=CC=1C(=CNC1C2)C2CCN(CC2)C (1-Acetyl-7-(1-methylpiperidin-4-yl)-1,2,3,5-tetrahydropyrrolo[2,3-f]indole), powder. Solvent: CO (MeOH), CN(C)C=O (DMF), C(C)(=O)O (acetic acid). As a reaction SMILES: [C:1]([N:4]1[C:8]2=[CH:9][C:10]3[C:11]([C:16]4[CH2:21][CH2:20][N:19]([CH3:22])[CH2:18][CH:17]=4)=[CH:12][NH:13][C:14]=3[CH:15]=[C:7]2[CH2:6][CH2:5]1)(=[O:3])[CH3:2]>[Pd].CO.CN(C=O)C.C(O)(=O)C>[C:1]([N:4]1[C:8]2=[CH:9][C:10]3[C:11]([CH:16]4[CH2:21][CH2:20][N:19]([CH3:22])[CH2:18][CH2:17]4)=[CH:12][NH:13][C:14]=3[CH:15]=[C:7]2[CH2:6][CH2:5]1)(=[O:3])[CH3:2].